From a dataset of the Open Reaction Database (ORD), a public repository of structured organic reaction records. describe an organic reaction: reactants, conditions, products, and yield Starting materials: C1CCOC1, COC(=O)C12CC1CCCCCCCC(NC(=O)OC(C)(C)C)C(=O)N1CC(OC(=O)N3Cc4cccc(F)c4C3)CC1C(=O)N2, CO, CCOC(C)=O, [Li+], [OH-], O. The product is CC(C)(C)OC(=O)NC1CCCCCCCC2CC2(C(=O)O)NC(=O)C2CC(OC(=O)N3Cc4cccc(F)c4C3)CN2C1=O. Reaction SMILES: [CH2:47]1[O:48][CH2:49][CH2:50][CH2:51]1.[CH3:1][O:2][C:3](=[O:4])[C:5]12[NH:6][C:7](=[O:46])[CH:8]3[CH2:9][CH:10]([O:33][C:34](=[O:35])[N:36]4[CH2:37][c:38]5[cH:39][cH:40][cH:41][c:42]([F:45])[c:43]5[CH2:44]4)[CH2:11][N:12]3[C:13](=[O:32])[CH:14]([NH:24][C:25](=[O:26])[O:27][C:28]([CH3:29])([CH3:30])[CH3:31])[CH2:15][CH2:16][CH2:17][CH2:18][CH2:19][CH2:20][CH2:21][CH:22]1[CH2:23]2.[CH3:52][OH:53].[CH3:56][CH2:57][O:58][C:59]([CH3:60])=[O:61].[Li+:54].[OH-:55].[OH2:62]>>[O:2]=[C:3]([OH:4])[C:5]12[NH:6][C:7](=[O:46])[CH:8]3[CH2:9][CH:10]([O:33][C:34](=[O:35])[N:36]4[CH2:37][c:38]5[cH:39][cH:40][cH:41][c:42]([F:45])[c:43]5[CH2:44]4)[CH2:11][N:12]3[C:13](=[O:32])[CH:14]([NH:24][C:25](=[O:26])[O:27][C:28]([CH3:29])([CH3:30])[CH3:31])[CH2:15][CH2:16][CH2:17][CH2:18][CH2:19][CH2:20][CH2:21][CH:22]1[CH2:23]2.